This data is from the Open Reaction Database (ORD), a public repository of structured organic reaction records. The task is: describe an organic reaction: reactants, conditions, products, and yield The reactants are ClC(Cl)Cl, O=C(OO)c1cccc(Cl)c1, CCC1(C)CC(SCc2c(F)cccc2F)=NO1, O. Product: CCC1(C)CC(S(=O)Cc2c(F)cccc2F)=NO1. Reaction SMILES: [CH:31]([Cl:32])([Cl:33])[Cl:34].[Cl:1][c:2]1[cH:3][cH:4][cH:5][c:6]([C:7]([O:8][OH:10])=[O:9])[cH:11]1.[F:12][c:13]1[c:14]([CH2:15][S:16][C:17]2=[N:18][O:19][C:20]([CH3:22])([CH2:23][CH3:24])[CH2:21]2)[c:25]([F:29])[cH:26][cH:27][cH:28]1.[OH2:30]>>[O:9]=[S:16]([CH2:15][c:14]1[c:13]([F:12])[cH:28][cH:27][cH:26][c:25]1[F:29])[C:17]1=[N:18][O:19][C:20]([CH3:22])([CH2:23][CH3:24])[CH2:21]1.